From a dataset of the Open Reaction Database (ORD), a public repository of structured organic reaction records. describe an organic reaction: reactants, conditions, products, and yield Reactants: CCCCN=C=O, c1ccc(COc2ccc(C3CCNCC3)c(OCc3ccccc3)c2)cc1, CCN(C(C)C)C(C)C, C1CCOC1. The product is CCCCNC(=O)N1CCC(c2ccc(OCc3ccccc3)cc2OCc2ccccc2)CC1. RXN SMILES: [CH2:1]([CH2:2][CH2:3][CH3:4])[N:5]=[C:6]=[O:7].[CH2:8]([c:9]1[cH:10][cH:11][cH:12][cH:13][cH:14]1)[O:15][c:16]1[c:17]([CH:30]2[CH2:31][CH2:32][NH:33][CH2:34][CH2:35]2)[cH:18][cH:19][c:20]([O:22][CH2:23][c:24]2[cH:25][cH:26][cH:27][cH:28][cH:29]2)[cH:21]1.[CH:41]([N:42]([CH2:43][CH3:44])[CH:45]([CH3:46])[CH3:47])([CH3:48])[CH3:49].[O:36]1[CH2:37][CH2:38][CH2:39][CH2:40]1>>[CH2:1]([CH2:2][CH2:3][CH3:4])[NH:5][C:6](=[O:7])[N:33]1[CH2:32][CH2:31][CH:30]([c:17]2[c:16]([O:15][CH2:8][c:9]3[cH:10][cH:11][cH:12][cH:13][cH:14]3)[cH:21][c:20]([O:22][CH2:23][c:24]3[cH:25][cH:26][cH:27][cH:28][cH:29]3)[cH:19][cH:18]2)[CH2:35][CH2:34]1.